Task: describe an organic reaction: reactants, conditions, products, and yield. Dataset: the Open Reaction Database (ORD), a public repository of structured organic reaction records The reactants are CC(=O)Cl, Cc1csc2ccc(F)cc12. Yields the product CC(=O)c1sc2ccc(F)cc2c1C. Reaction SMILES: [CH3:12][C:13]([Cl:14])=[O:15].[F:1][c:2]1[cH:3][c:4]2[c:5]([s:6][cH:7][c:8]2[CH3:9])[cH:10][cH:11]1>>[F:1][c:2]1[cH:3][c:4]2[c:5]([s:6][c:7]([C:13]([CH3:12])=[O:15])[c:8]2[CH3:9])[cH:10][cH:11]1. The reactants are OC1=C(C=CC=C1OC1=C(C=CC=C1)C)C(N)C(=O)O (2-[2-hydroxy-3-(o-tolyloxy)phenyl]glycine), C1(C=2C(C(=O)O1)=CC=CC2)=O (phthalic anhydride). Reaction conditions: temperature 200 celsius. Product: C1(C=2C(C(N1C1C(OC3=C1C=CC=C3OC3=C(C=CC=C3)C)=O)=O)=CC=CC2)=O (3-phthalimido-7-(o-tolyloxy)-2,3-dihydrobenzofuran-2-one). Yield: 12.1%. RXN SMILES: O[C:2]1[C:7]([O:8][C:9]2[CH:14]=[CH:13][CH:12]=[CH:11][C:10]=2[CH3:15])=[CH:6][CH:5]=[CH:4][C:3]=1[CH:16]([C:18]([OH:20])=[O:19])[NH2:17].[C:21]1(=O)[O:26][C:24](=[O:25])[C:23]2=[CH:27][CH:28]=[CH:29][CH:30]=[C:22]12>>[C:21]1(=[O:26])[N:17]([CH:16]2[C:3]3[CH:4]=[CH:5][CH:6]=[C:7]([O:8][C:9]4[CH:14]=[CH:13][CH:12]=[CH:11][C:10]=4[CH3:15])[C:2]=3[O:20][C:18]2=[O:19])[C:24](=[O:25])[C:23]2=[CH:27][CH:28]=[CH:29][CH:30]=[C:22]12. Reported procedure: A mixture of 2-[2-hydroxy-3-(o-tolyloxy)phenyl]glycine (10.6 g) and phthalic anhydride (5.7 g) was heated in an oil bath (200° C.) for 5 minutes. After cooling, the reaction mixture was subjected to column chromatography on silica gel (280 g) and eluted with benzene to give 3-phthalimido-7-(o-tolyloxy)-2,3-dihydrobenzofuran-2-one (1.8 g). mp 168°-170° C. RXN SMILES: Br[CH2:2][CH2:3][CH2:4][CH2:5][CH2:6][CH2:7][CH2:8][CH2:9][CH2:10][CH2:11][CH2:12][OH:13].[C:14]1([C:20]2[N:25]=[C:24]([C:26]3[CH:31]=[CH:30][C:29]([OH:32])=[CH:28][C:27]=3[OH:33])[N:23]=[C:22]([C:34]3[CH:39]=[CH:38][C:37]([OH:40])=[CH:36][C:35]=3[OH:41])[N:21]=2)[CH:19]=[CH:18][CH:17]=[CH:16][CH:15]=1.[OH-:42].[K+]>COCCOCCOC>[C:14]1([C:20]2[N:21]=[C:22]([C:34]3[CH:39]=[CH:38][C:37]([O:40][CH2:2][CH2:3][CH2:4][CH2:5][CH2:6][CH2:7][CH2:8][CH2:9][CH2:10][CH2:11][CH2:12][OH:13])=[CH:36][C:35]=3[OH:41])[N:23]=[C:24]([C:26]3[CH:31]=[CH:30][C:29]([O:32][CH2:12][CH2:11][CH2:10][CH2:9][CH2:8][CH2:7][CH2:6][CH2:5][CH2:4][CH2:3][CH2:2][OH:42])=[CH:28][C:27]=3[OH:33])[N:25]=2)[CH:15]=[CH:16][CH:17]=[CH:18][CH:19]=1 |f:2.3|. Procedure details: Under nitrogen, 32.4 g (128 mmol) of 11-bromo-1-undecanol are added at 80° C. to a solution of 20.0 g (54 mmol) of 2-phenyl-4,6-bis(2,4-dihydroxyphenyl)-1,3,5-triazine, 6.6 g (109 mmol) of potassium hydroxide and 150 ml of diglyme. The mixture is heated at 100° C. for 14 hours and filtered while hot, and the filtrate is cooled to 0° C. The solid which crystallizes therefrom is filtered off, pressed and dried for 24 hours under reduced pressure (60 mmHg, 60° C.), giving 27.6 g (72% yield) of 2-ph... Yields the product C1(=CC=CC=C1)C1=NC(=NC(=N1)C1=C(C=C(C=C1)OCCCCCCCCCCCO)O)C1=C(C=C(C=C1)OCCCCCCCCCCCO)O (2-phenyl-4,6-bis[2-hydroxy-4-(11-hydroxyundecyloxy)phenyl]-1,3,5-triazine). Isolated yield 71.6%. Run in COCCOCCOC (diglyme). Reactants: BrCCCCCCCCCCCO (11-bromo-1-undecanol), C1(=CC=CC=C1)C1=NC(=NC(=N1)C1=C(C=C(C=C1)O)O)C1=C(C=C(C=C1)O)O (2-phenyl-4,6-bis(2,4-dihydroxyphenyl)-1,3,5-triazine), [OH-].[K+] (potassium hydroxide). Run at temperature 100 celsius.